From a dataset of the Open Reaction Database (ORD), a public repository of structured organic reaction records. describe an organic reaction: reactants, conditions, products, and yield Yield: 91.0%. Procedure details: In a manner similar to the method described in Example 25a, rac-(2R,3S,4R,5S)-3-(3-chloro-2-fluoro-phenyl)-4-(4-chloro-2-fluoro-phenyl)-4-cyano-5-(2-methyl-2-phenyl-propyl)-pyrrolidine-2-carboxylic acid tert-butyl ester prepared in Example 82b (1.0 g, 1.7 mmol) was reacted with trifluoroacetic acid in dichloromethane at room temperature to give rac-(2R,3S,4R,5S)-3-(3-chloro-2-fluoro-phenyl)-4-(4-chloro-2-fluoro-phenyl)-4-cyano-5-(2-methyl-2-phenyl-propyl)-pyrrolidine-2-carboxylic acid trifluoroa... Run in ClCCl (dichloromethane). Product: FC(C(=O)O)(F)F.ClC=1C(=C(C=CC1)C1C(NC(C1(C#N)C1=C(C=C(C=C1)Cl)F)CC(C)(C1=CC=CC=C1)C)C(=O)O)F (rac-(2R,3S,4R,5S)-3-(3-chloro-2-fluoro-phenyl)-4-(4-chloro-2-fluoro-phenyl)-4-cyano-5-(2-methyl-2-phenyl-propyl)-pyrrolidine-2-carboxylic acid trifluoroacetic acid). Reaction SMILES: C([O:5][C:6]([CH:8]1[CH:12]([C:13]2[CH:18]=[CH:17][CH:16]=[C:15]([Cl:19])[C:14]=2[F:20])[C:11]([C:23]2[CH:28]=[CH:27][C:26]([Cl:29])=[CH:25][C:24]=2[F:30])([C:21]#[N:22])[CH:10]([CH2:31][C:32]([CH3:40])([C:34]2[CH:39]=[CH:38][CH:37]=[CH:36][CH:35]=2)[CH3:33])[NH:9]1)=[O:7])(C)(C)C.[F:41][C:42]([F:47])([F:46])[C:43]([OH:45])=[O:44]>ClCCl>[F:41][C:42]([F:47])([F:46])[C:43]([OH:45])=[O:44].[Cl:19][C:15]1[C:14]([F:20])=[C:13]([CH:12]2[C:11]([C:23]3[CH:28]=[CH:27][C:26]([Cl:29])=[CH:25][C:24]=3[F:30])([C:21]#[N:22])[CH:10]([CH2:31][C:32]([CH3:40])([C:34]3[CH:39]=[CH:38][CH:37]=[CH:36][CH:35]=3)[CH3:33])[NH:9][CH:8]2[C:6]([OH:7])=[O:5])[CH:18]=[CH:17][CH:16]=1 |f:3.4|. Starting materials: C(C)(C)(C)OC(=O)C1NC(C(C1C1=C(C(=CC=C1)Cl)F)(C#N)C1=C(C=C(C=C1)Cl)F)CC(C)(C1=CC=CC=C1)C (rac-(2R,3S,4R,5S)-3-(3-chloro-2-fluoro-phenyl)-4-(4-chloro-2-fluoro-phenyl)-4-cyano-5-(2-methyl-2-phenyl-propyl)-pyrrolidine-2-carboxylic acid tert-butyl ester), FC(C(=O)O)(F)F (trifluoroacetic acid).